Dataset: the Open Reaction Database (ORD), a public repository of structured organic reaction records. Task: describe an organic reaction: reactants, conditions, products, and yield Starting materials: O=S(=O)(Cl)c1cccc(Br)c1, CN1CCNCC1, Cl, c1ccncc1. The product is CN1CCN(S(=O)(=O)c2cccc(Br)c2)CC1. Reaction SMILES: [Br:8][c:9]1[cH:10][c:11]([S:15](=[O:16])(=[O:17])[Cl:18])[cH:12][cH:13][cH:14]1.[CH3:1][N:2]1[CH2:3][CH2:4][NH:5][CH2:6][CH2:7]1.[ClH:25].[cH:19]1[cH:20][cH:21][n:22][cH:23][cH:24]1>>[CH3:1][N:2]1[CH2:3][CH2:4][N:5]([S:15]([c:11]2[cH:10][c:9]([Br:8])[cH:14][cH:13][cH:12]2)(=[O:16])=[O:17])[CH2:6][CH2:7]1. Reactants: Cc1cc(COc2ccc(S(=O)(=O)NC3CN(C=O)CC3C(=O)OC(C)(C)C)cc2)c2ccccc2n1, O=C(O)C(F)(F)F. Product: Cc1cc(COc2ccc(S(=O)(=O)NC3CN(C=O)CC3C(=O)O)cc2)c2ccccc2n1. As a reaction SMILES: [CH:1](=[O:2])[N:3]1[CH2:4][CH:5]([C:31](=[O:32])[O:33][C:34]([CH3:35])([CH3:36])[CH3:37])[CH:6]([NH:8][S:9](=[O:10])(=[O:11])[c:12]2[cH:13][cH:14][c:15]([O:18][CH2:19][c:20]3[cH:21][c:22]([CH3:30])[n:23][c:24]4[cH:25][cH:26][cH:27][cH:28][c:29]34)[cH:16][cH:17]2)[CH2:7]1.[OH:38][C:39]([C:40]([F:41])([F:42])[F:43])=[O:44]>>[CH:1](=[O:2])[N:3]1[CH2:4][CH:5]([C:31](=[O:32])[OH:33])[CH:6]([NH:8][S:9](=[O:10])(=[O:11])[c:12]2[cH:13][cH:14][c:15]([O:18][CH2:19][c:20]3[cH:21][c:22]([CH3:30])[n:23][c:24]4[cH:25][cH:26][cH:27][cH:28][c:29]34)[cH:16][cH:17]2)[CH2:7]1. Starting materials: Ni(ClO4)2.6H2O, CC1=C(C=CC(=C1)N(CC)CC)N=C1C=2C=CC=NC2C(C=C1)=O (5-(2'-methyl-4'-diethylaminophenylimino)quinoline-8-one). Run in O (water), C(C)O (ethanol). Conditions: time 30 minute. The product is C1=CC(=O)C=CC1=NC2=CC=C(C=C2)N (indoaniline). RXN SMILES: C[C:2]1[CH:7]=[C:6]([N:8](CC)CC)[CH:5]=[CH:4][C:3]=1[N:13]=[C:14]1[CH:23]=[CH:22][C:21](=[O:24])[C:20]2N=CC=C[C:15]1=2>O.C(O)C>[CH:23]1[C:14](=[N:13][C:3]2[CH:2]=[CH:7][C:6]([NH2:8])=[CH:5][CH:4]=2)[CH:15]=[CH:20][C:21](=[O:24])[CH:22]=1. Reported procedure: Then, a solution prepared by dissolving 285.3 mg of Ni(ClO4)2.6H2O in 50 ml of water, was added under a nitrogen atmosphere to a solution prepared by dissolving 100 mg of 5-(2'-methyl-4'-diethylaminophenylimino)quinoline-8-one obtained above in 50 ml of 99% ethanol, and the mixture was stirred at room temperature for about 30 minutes. Formed precipitates were subjected to suction filtration, washed with water and dried to obtain a metal-containing indoaniline compound having the formula: ##STR9#... Starting materials: O=C=NC1CC(CN=C=O)(CC(C1)(C)C)C (isophorone diisocyanate), C1CO1 (ethylene oxide), C1C(CC)O1 (1,2-butylene oxide), OC1=CC=C(C=C1)C(C)(C)C1=CC=C(C=C1)O (bisphenol A), C(C)(C)(C)C1=C(C(=CC(=C1)C)C(C)(C)C)O (2,6-di-tert-butyl-4-methyl phenol), C(C=C)(=O)OCCO (hydroxyethyl acrylate), ice. Reaction conditions: time 5 hour. Product: C(C=C)(=O)O.NC(=O)OCC (urethane acrylate). RXN SMILES: [O:1]=[C:2]=[N:3]C1CC(C)(C)CC(C)(CN=C=O)C1.C1OC1.C1OC1CC.OC1C=CC(C(C2C=[CH:39][C:38]([OH:41])=CC=2)(C)C)=CC=1.C(C1C=C(C)C=C(C(C)(C)C)C=1O)(C)(C)C.[C:58]([O:62]CCO)(=[O:61])[CH:59]=[CH2:60]>>[C:58]([OH:62])(=[O:61])[CH:59]=[CH2:60].[NH2:3][C:2]([O:41][CH2:38][CH3:39])=[O:1] |f:6.7|. Procedure details: Into a reaction vessel equipped with a stirrer, 168.2 gm of isophorone diisocyanate, 1,044.6 gm of copolymer of ethylene oxide, 1,2-butylene oxide, and bisphenol A (1:7:1 by weight) with a number average molecular weight of 2,052, and 0.3 gm of 2,6-di-tert-butyl-4-methyl phenol, as a polymerization inhibitor, were charged. After cooling the mixture to 15° C. in an ice-cooled bath, 1 gm of dibutyltindilaurate was added to initiate the reaction at 30 to 40° C. for 2 hours. After the addition of 47... Reactants: CCOCC, NC1CC1, Fc1c(Cl)nc(C2CC2)nc1Cl. Product: Fc1c(Cl)nc(C2CC2)nc1NC1CC1. As a reaction SMILES: [CH2:17]([O:18][CH2:19][CH3:20])[CH3:21].[CH:1]1([NH2:4])[CH2:2][CH2:3]1.[Cl:5][c:6]1[n:7][c:8]([CH:14]2[CH2:15][CH2:16]2)[n:9][c:10]([Cl:13])[c:11]1[F:12]>>[CH:1]1([NH:4][c:10]2[n:9][c:8]([CH:14]3[CH2:15][CH2:16]3)[n:7][c:6]([Cl:5])[c:11]2[F:12])[CH2:2][CH2:3]1. Starting materials: C1(=CC=CC=C1)CCNC(\C(=N/OC)\C=1N=C(SC1)N=CN(C)C)=O ((Z)-N-(2-Phenylethyl)-2-(2-dimethylaminomethylidenaminothiazol-4-yl)-2-methoxyiminoacetamide), S(O)(O)(=O)=O (sulfuric acid), saturated aqueous solution, C(O)([O-])=O.[Na+] (sodium hydrogencarbonate), C(C)(=O)OCC (ethyl acetate). Run in CO (methanol). Conditions: time 3 day. Yields the product C1(=CC=CC=C1)CCNC(\C(=N/OC)\C=1N=C(SC1)N)=O ((Z)-N-(2-phenylethyl)-2-(2-aminothiazol-4-yl)-2-methoxyiminoacetamide). Isolated yield 95.8%. As a reaction SMILES: [C:1]1([CH2:7][CH2:8][NH:9][C:10](=[O:25])/[C:11](/[C:15]2[N:16]=[C:17]([N:20]=CN(C)C)[S:18][CH:19]=2)=[N:12]\[O:13][CH3:14])[CH:6]=[CH:5][CH:4]=[CH:3][CH:2]=1.S(=O)(=O)(O)O.C(=O)([O-])O.[Na+].C(OCC)(=O)C>CO>[C:1]1([CH2:7][CH2:8][NH:9][C:10](=[O:25])/[C:11](/[C:15]2[N:16]=[C:17]([NH2:20])[S:18][CH:19]=2)=[N:12]\[O:13][CH3:14])[CH:2]=[CH:3][CH:4]=[CH:5][CH:6]=1 |f:2.3|. Reported procedure: (Z)-N-(2-Phenylethyl)-2-(2-dimethylaminomethylidenaminothiazol-4-yl)-2-methoxyiminoacetamide (130 mg, 0.36 mmol) was dissolved in 4 ml of methanol, followed by the addition of 0.5 ml of 1.8N sulfuric acid. The mixture so obtained was stirred for 3 days at room temperature. The reaction mixture was then added with 20 ml of a saturated aqueous solution of sodium hydrogencarbonate and 20 ml of ethyl acetate. The resulting mixture was then allowed to separate into an organic phase and an aqueous pha... Starting materials: CCC(=O)c1ccc(Br)cc1, O=C([O-])[O-], CCO, OB(O)c1ccc(C(F)(F)F)cc1, [K+], [K+], Cc1ccccc1, c1ccc(P(c2ccccc2)(c2ccccc2)[Pd](P(c2ccccc2)(c2ccccc2)c2ccccc2)(P(c2ccccc2)(c2ccccc2)c2ccccc2)P(c2ccccc2)(c2ccccc2)c2ccccc2)cc1. Product: CCC(=O)c1ccc(-c2ccc(C(F)(F)F)cc2)cc1. As a reaction SMILES: [Br:1][c:2]1[cH:3][cH:4][c:5]([C:8]([CH2:9][CH3:10])=[O:11])[cH:6][cH:7]1.[C:25](=[O:26])([O-:27])[O-:28].[CH2:31]([OH:32])[CH3:33].[F:12][C:13]([c:14]1[cH:15][cH:16][c:17]([B:20]([OH:21])[OH:22])[cH:18][cH:19]1)([F:23])[F:24].[K+:29].[K+:30].[c:34]1([CH3:35])[cH:36][cH:37][cH:38][cH:39][cH:40]1.[cH:41]1[cH:42][cH:43][c:44]([P:45]([Pd:46]([P:47]([c:48]2[cH:49][cH:50][cH:51][cH:52][cH:53]2)([c:54]2[cH:55][cH:56][cH:57][cH:58][cH:59]2)[c:60]2[cH:61][cH:62][cH:63][cH:64][cH:65]2)([P:66]([c:67]2[cH:68][cH:69][cH:70][cH:71][cH:72]2)([c:73]2[cH:74][cH:75][cH:76][cH:77][cH:78]2)[c:79]2[cH:80][cH:81][cH:82][cH:83][cH:84]2)[P:85]([c:86]2[cH:87][cH:88][cH:89][cH:90][cH:91]2)([c:92]2[cH:93][cH:94][cH:95][cH:96][cH:97]2)[c:98]2[cH:99][cH:100][cH:101][cH:102][cH:103]2)([c:104]2[cH:105][cH:106][cH:107][cH:108][cH:109]2)[c:110]2[cH:111][cH:112][cH:113][cH:114][cH:115]2)[cH:116][cH:117]1>>[c:2]1(-[c:17]2[cH:16][cH:15][c:14]([C:13]([F:12])([F:23])[F:24])[cH:19][cH:18]2)[cH:3][cH:4][c:5]([C:8]([CH2:9][CH3:10])=[O:11])[cH:6][cH:7]1. Starting materials: solution, Cl (hydrogen chloride), CN(C)CCOC1=C(C=CC=C1)CCCCC1=CC=CC=C1 (N,N-dimethyl-2-[2-(4-phenylbutyl)phenoxy]ethylamine). Run in O1CCOCC1 (dioxane), C(C)(=O)OCC (ethyl acetate). The product is Cl.CN(C)CCOC1=C(C=CC=C1)CCCCC1=CC=CC=C1 (N,N-Dimethyl-2-[2-(4-phenylbutyl)phenoxy]ethylamine hydrochloride). The yield is 93.0%. RXN SMILES: [ClH:1].[CH3:2][N:3]([CH2:5][CH2:6][O:7][C:8]1[CH:13]=[CH:12][CH:11]=[CH:10][C:9]=1[CH2:14][CH2:15][CH2:16][CH2:17][C:18]1[CH:23]=[CH:22][CH:21]=[CH:20][CH:19]=1)[CH3:4]>O1CCOCC1.C(OCC)(=O)C>[ClH:1].[CH3:2][N:3]([CH2:5][CH2:6][O:7][C:8]1[CH:13]=[CH:12][CH:11]=[CH:10][C:9]=1[CH2:14][CH2:15][CH2:16][CH2:17][C:18]1[CH:19]=[CH:20][CH:21]=[CH:22][CH:23]=1)[CH3:4] |f:4.5|. Procedure details: 0.39 ml of a 4N solution of hydrogen chloride in dioxane was added to a solution of 230 mg of N,N-dimethyl-2-[2-(4-phenylbutyl)phenoxy]ethylamine [prepared as described in step (a) above] in 5 ml of ethyl acetate, and the resulting mixture was allowed to stand at room temperature. The crystals which precipitated were collected by filtration, washed with ethyl acetate and dried in vacuo, to give 241 mg (yield 93%) of the title compound as colorless crystals, melting at 170°-173° C. RXN SMILES: Br[C:2]1[CH:3]=[C:4]2[C:10]([C:11]3[CH:12]=[N:13][N:14]([CH2:16][C:17]4[CH:22]=[C:21]([F:23])[CH:20]=[C:19]([F:24])[CH:18]=4)[CH:15]=3)=[CH:9][N:8]([S:25]([C:28]3[CH:34]=[CH:33][C:31]([CH3:32])=[CH:30][CH:29]=3)(=[O:27])=[O:26])[C:5]2=[N:6][CH:7]=1.CC1(C)C(C)(C)OB([C:43]2[CH:44]=[CH:45][C:46]([N:49]3[CH2:54][CH2:53][N:52]([C:55]([O:57][C:58]([CH3:61])([CH3:60])[CH3:59])=[O:56])[CH2:51][CH2:50]3)=[N:47][CH:48]=2)O1.C(=O)([O-])[O-].[Na+].[Na+]>C1(C)C=CC=CC=1.C(O)C.O.Cl[Pd](Cl)([P](C1C=CC=CC=1)(C1C=CC=CC=1)C1C=CC=CC=1)[P](C1C=CC=CC=1)(C1C=CC=CC=1)C1C=CC=CC=1>[F:23][C:21]1[CH:22]=[C:17]([CH:18]=[C:19]([F:24])[CH:20]=1)[CH2:16][N:14]1[CH:15]=[C:11]([C:10]2[C:4]3[C:5](=[N:6][CH:7]=[C:2]([C:43]4[CH:44]=[CH:45][C:46]([N:49]5[CH2:54][CH2:53][N:52]([C:55]([O:57][C:58]([CH3:61])([CH3:60])[CH3:59])=[O:56])[CH2:51][CH2:50]5)=[N:47][CH:48]=4)[CH:3]=3)[N:8]([S:25]([C:28]3[CH:34]=[CH:33][C:31]([CH3:32])=[CH:30][CH:29]=3)(=[O:27])=[O:26])[CH:9]=2)[CH:12]=[N:13]1 |f:2.3.4,5.6.7,^1:82,101|. The solvent is C1(=CC=CC=C1)C.C(C)O.O (toluene ethanol water). Yield: 101.9%. The reactants are C([O-])([O-])=O.[Na+].[Na+] (sodium carbonate), step-ii, CC1(OB(OC1(C)C)C=1C=CC(=NC1)N1CCN(CC1)C(=O)OC(C)(C)C)C (tert-butyl 4-(5-(4,4,5,5-tetramethyl-1,3,2-dioxaborolan-2-yl)pyridin-2-yl)piperazine-1-carboxylate), BrC=1C=C2C(=NC1)N(C=C2C=2C=NN(C2)CC2=CC(=CC(=C2)F)F)S(=O)(=O)C2=CC=C(C)C=C2 (5-bromo-3-(1-(3,5-difluorobenzyl)-1H-pyrazol-4-yl)-1-tosyl-1H-pyrrolo[2,3-b]pyridine), CC1(OB(OC1(C)C)C=1C=CC(=NC1)N1CCN(CC1)C(=O)OC(C)(C)C)C (tert-butyl 4-(5-(4,4,5,5-tetramethyl-1,3,2-dioxaborolan-2-yl)pyridin-2-yl)piperazine-1-carboxylate). Reagents/catalysts: Cl[Pd]([P](C1=CC=CC=C1)(C2=CC=CC=C2)C3=CC=CC=C3)([P](C4=CC=CC=C4)(C5=CC=CC=C5)C6=CC=CC=C6)Cl (Pd(PPh3)2Cl2). Reported procedure: Using similar reaction conditions as described in step-ii of example-1, 5-bromo-3-(1-(3,5-difluorobenzyl)-1H-pyrazol-4-yl)-1-tosyl-1H-pyrrolo[2,3-b]pyridine (STEP 1 example 71) (1 g, 1.515 mmol) was coupled with tert-butyl 4-(5-(4,4,5,5-tetramethyl-1,3,2-dioxaborolan-2-yl)pyridin-2-yl)piperazine-1-carboxylate (intermediate 69C) (581 mg, 1.818 mmol) using sodium carbonate (481 mg, 4.545 mmol) and Pd(PPh3)2Cl2 (53 mg, 0.075 mmol) in toluene/ethanol/water (10/15/2 ml). This afforded 1.12 g (100% yi... The product is FC=1C=C(CN2N=CC(=C2)C2=CN(C3=NC=C(C=C32)C=3C=CC(=NC3)N3CCN(CC3)C(=O)OC(C)(C)C)S(=O)(=O)C3=CC=C(C)C=C3)C=C(C1)F (tert-butyl 4-(5-(3-(1-(3,5-difluorobenzyl)-1H-pyrazol-4-yl)-1-tosyl-1H-pyrrolo[2,3-b]pyridin-5-yl)pyridin-2-yl)piperazine-1-carboxylate).